From a dataset of the Open Reaction Database (ORD), a public repository of structured organic reaction records. describe an organic reaction: reactants, conditions, products, and yield The reactants are COC1=CC=C(C=C1)N1N=C(C(=C1C=1OC=CC1)C#N)C(F)(F)F (1-[(4-methoxy)phenyl]-3-(trifluoromethyl) -4-cyano-5-(2-furyl)pyrazole), C(Cl)(Cl)(Cl)Cl.C(C)#N.O (carbon tetrachloride acetonitrile water), I(=O)(=O)(=O)[O-].[Na+] (sodium periodate). Reagents/catalysts: O.[Ru](Cl)(Cl)Cl (ruthenium (III) chloride monohydrate). Reaction conditions: time 24 hour. Yields the product COC1=CC=C(C=C1)N1N=C(C(=C1C(=O)O)C#N)C(F)(F)F (1-[(4-Methoxy)phenyl]-3-(trifluoromethyl)-4-cyano-pyrazole-5-carboxylic acid). The yield is 66.2%. RXN SMILES: [CH3:1][O:2][C:3]1[CH:8]=[CH:7][C:6]([N:9]2[C:13]([C:14]3[O:15]C=CC=3)=[C:12]([C:19]#[N:20])[C:11]([C:21]([F:24])([F:23])[F:22])=[N:10]2)=[CH:5][CH:4]=1.C(Cl)(Cl)(Cl)Cl.C(#N)C.O.I([O-])(=O)(=O)=[O:35].[Na+]>O.[Ru](Cl)(Cl)Cl>[CH3:1][O:2][C:3]1[CH:4]=[CH:5][C:6]([N:9]2[C:13]([C:14]([OH:15])=[O:35])=[C:12]([C:19]#[N:20])[C:11]([C:21]([F:24])([F:22])[F:23])=[N:10]2)=[CH:7][CH:8]=1 |f:1.2.3,4.5,6.7|. Reported procedure: To a solution of 1-[(4-methoxy)phenyl]-3-(trifluoromethyl) -4-cyano-5-(2-furyl)pyrazole (0.68 g, 2.04 mmol) in 4:4:6 carbon tetrachloride/acetonitrile/water was added sodium periodate (1.96 g, 9.2 mmol) and ruthenium (III) chloride monohydrate (42 mg, 0.20 mmol). The resulting biphasic reaction was stirred vigorously at ambient temperature for 24 h. The reaction was quenched with 10% aq HCl and diluted with ethyl acetate. The organics were washed with brine, dried (MgSO4), filtered through a pad... The reactants are C[Si](CCOCN1C(=NC=C1)CC(CN)CC=1N(C=CN1)COCC[Si](C)(C)C)(C)C (3-(1-{[2-(trimethylsilyl)ethoxy]methyl}-1H-imidazol-2-yl)-2-[(1-{[2-(trimethylsilyl)ethoxy]methyl}-1H-imidazol-2-yl)methyl]-1-propanamine), C(=O)C1=CC=C(C(=O)O)C=C1 (4-formylbenzoic acid), C(C)N=C=NCCCN(C)C (1-ethyl-3-[3-(dimethylamino)propyl]carbodiimide), ON1C=NC2=C1C=CC=C2 (1-hydroxybenzimidazole). The solvent is CN(C=O)C (dimethylformamide), O (water). Run at time 17 hour. Product: C(=O)C1=CC=C(C(=O)NCC(CC=2N(C=CN2)COCC[Si](C)(C)C)CC=2N(C=CN2)COCC[Si](C)(C)C)C=C1 (4-formyl-N-{3-(1-{[2-(trimethylsilyl)ethoxy]methyl}-1H-imidazol-2-yl)-2-[(1-{[2-(trimethylsilyl)ethoxy]methyl}-1H-imidazol-2-yl)methyl]propyl}benzamide). The yield is 132.4%. RXN SMILES: [CH3:1][Si:2]([CH3:31])([CH3:30])[CH2:3][CH2:4][O:5][CH2:6][N:7]1[CH:11]=[CH:10][N:9]=[C:8]1[CH2:12][CH:13]([CH2:16][C:17]1[N:18]([CH2:22][O:23][CH2:24][CH2:25][Si:26]([CH3:29])([CH3:28])[CH3:27])[CH:19]=[CH:20][N:21]=1)[CH2:14][NH2:15].[CH:32]([C:34]1[CH:42]=[CH:41][C:37]([C:38](O)=[O:39])=[CH:36][CH:35]=1)=[O:33].C(N=C=NCCCN(C)C)C.ON1C2C=CC=CC=2N=C1>O.CN(C)C=O>[CH:32]([C:34]1[CH:42]=[CH:41][C:37]([C:38]([NH:15][CH2:14][CH:13]([CH2:16][C:17]2[N:18]([CH2:22][O:23][CH2:24][CH2:25][Si:26]([CH3:28])([CH3:27])[CH3:29])[CH:19]=[CH:20][N:21]=2)[CH2:12][C:8]2[N:7]([CH2:6][O:5][CH2:4][CH2:3][Si:2]([CH3:1])([CH3:30])[CH3:31])[CH:11]=[CH:10][N:9]=2)=[O:39])=[CH:36][CH:35]=1)=[O:33]. Procedure: To a dimethylformamide (2 mL) solution of the compound (300 mg) produced in Example 29 and 4-formylbenzoic acid (116 mg), 1-ethyl-3-[3-(dimethylamino)propyl]carbodiimide (hereafter abbreviated to EDC) (274 mg) and 1-hydroxybenzimidazole (104 mg) were added in this order. The reaction solution was stirred at room temperature for 17 hour. To the reaction solution, water (10 mL) was added. The aqueous layer was extracted twice with dichloromethane (20 mL). The combined organic layer was washed with... Starting materials: Br, CC(=O)C1=C(C)OCCC1, CC(=O)O. Yields the product CC(=O)C(CCCBr)C(C)=O. Reaction SMILES: [BrH:11].[C:1]([CH3:2])(=[O:3])[C:4]1=[C:9]([CH3:10])[O:8][CH2:7][CH2:6][CH2:5]1.[CH3:12][C:13](=[O:14])[OH:15]>>[C:1]([CH3:2])(=[O:3])[CH:4]([CH2:5][CH2:6][CH2:7][Br:11])[C:9](=[O:8])[CH3:10]. Reactants: [Cl-], [Na+], O, O=C(CCl)NCO, CCC(=O)c1ccc(O)cc1, O=S(=O)(O)O. Yields the product CCC(=O)c1ccc(O)c(CNC(=O)CCl)c1. RXN SMILES: [Cl-:25].[Na+:24].[OH2:26].[OH:17][CH2:18][NH:19][C:20]([CH2:21][Cl:22])=[O:23].[OH:6][c:7]1[cH:8][cH:9][c:10]([C:13]([CH2:14][CH3:15])=[O:16])[cH:11][cH:12]1.[S:1](=[O:2])(=[O:3])([OH:4])[OH:5]>>[OH:6][c:7]1[cH:8][cH:9][c:10]([C:13]([CH2:14][CH3:15])=[O:16])[cH:11][c:12]1[CH2:18][NH:19][C:20]([CH2:21][Cl:22])=[O:23]. Reported procedure: The title compound was synthesized from 4-chloro-N-(cis-2-(hydroxymethyl)cycloheptyl)benzenesulfonamide (119 mg, 0.38 mmol), cesium carbonate (244 mg, 0.75 mmol), and 3-(4-(bromomethyl)phenyl)-1,2,4-oxadiazole (99 mg, 0.41 mmol) according to the procedure described for 4-chloro-N-(4-cyanobenzyl)-N-(trans-2-(hydroxymethyl)cyclopentyl)benzenesulfonamide (Example 40) to give N-(4-(1,2,4-oxadiazol-3-yl)benzyl)-4-chloro-N-(cis-2-(hydroxymethyl)cycloheptyl)benzenesulfonamide (12 mg, 7%). 1H NMR (400 M... RXN SMILES: [Cl:1][C:2]1[CH:7]=[CH:6][C:5]([S:8]([NH:11][C@@H:12]2[CH2:18][CH2:17][CH2:16][CH2:15][CH2:14][C@@H:13]2[CH2:19][OH:20])(=[O:10])=[O:9])=[CH:4][CH:3]=1.C(=O)([O-])[O-].[Cs+].[Cs+].Br[CH2:28][C:29]1[CH:34]=[CH:33][C:32]([C:35]2[N:39]=[CH:38][O:37][N:36]=2)=[CH:31][CH:30]=1.ClC1C=CC(S(N(CC2C=CC(C#N)=CC=2)[C@@H]2CCCCC[C@H]2CO)(=O)=O)=CC=1>>[O:37]1[CH:38]=[N:39][C:35]([C:32]2[CH:33]=[CH:34][C:29]([CH2:28][N:11]([C@@H:12]3[CH2:18][CH2:17][CH2:16][CH2:15][CH2:14][C@@H:13]3[CH2:19][OH:20])[S:8]([C:5]3[CH:6]=[CH:7][C:2]([Cl:1])=[CH:3][CH:4]=3)(=[O:9])=[O:10])=[CH:30][CH:31]=2)=[N:36]1 |f:1.2.3|. The yield is 6.6%. Reactants: ClC1=CC=C(C=C1)S(=O)(=O)N([C@H]1[C@@H](CCCCC1)CO)CC1=CC=C(C=C1)C#N (4-chloro-N-(4-cyanobenzyl)-N-(trans-2-(hydroxymethyl)cycloheptyl)benzenesulfonamide), ClC1=CC=C(C=C1)S(=O)(=O)N[C@H]1[C@H](CCCCC1)CO (4-chloro-N-(cis-2-(hydroxymethyl)cycloheptyl)benzenesulfonamide), C([O-])([O-])=O.[Cs+].[Cs+] (cesium carbonate), BrCC1=CC=C(C=C1)C1=NOC=N1 (3-(4-(bromomethyl)phenyl)-1,2,4-oxadiazole). The product is title compound, O1N=C(N=C1)C1=CC=C(CN(S(=O)(=O)C2=CC=C(C=C2)Cl)[C@H]2[C@H](CCCCC2)CO)C=C1 (N-(4-(1,2,4-oxadiazol-3-yl)benzyl)-4-chloro-N-(cis-2-(hydroxymethyl)cycloheptyl)benzenesulfonamide). Reactants: CCN(CC)CCO, CC(=Cc1ccc(C(=O)O)cc1)c1ccc2c(c1)C(C)(C)CCC2(C)C. The product is CCN(CC)CCOC(=O)c1ccc(C=C(C)c2ccc3c(c2)C(C)(C)CCC3(C)C)cc1. RXN SMILES: [CH2:27]([CH3:28])[N:29]([CH2:30][CH2:31][OH:32])[CH2:33][CH3:34].[CH3:1][C:2]1([CH3:26])[c:3]2[cH:4][cH:5][c:6]([C:14](=[CH:15][c:16]3[cH:17][cH:18][c:19]([C:20](=[O:21])[OH:22])[cH:23][cH:24]3)[CH3:25])[cH:7][c:8]2[C:9]([CH3:12])([CH3:13])[CH2:10][CH2:11]1>>[CH3:1][C:2]1([CH3:26])[c:3]2[cH:4][cH:5][c:6]([C:14](=[CH:15][c:16]3[cH:17][cH:18][c:19]([C:20]([O:21][CH2:31][CH2:30][N:29]([CH2:27][CH3:28])[CH2:33][CH3:34])=[O:22])[cH:23][cH:24]3)[CH3:25])[cH:7][c:8]2[C:9]([CH3:12])([CH3:13])[CH2:10][CH2:11]1.